Dataset: the Open Reaction Database (ORD), a public repository of structured organic reaction records. Task: describe an organic reaction: reactants, conditions, products, and yield Reactants: CCO, CCOC(=O)C1(C=O)CC1, N#C[K], [Na+], O, O=S([O-])O, CC(N)c1ccccc1. Yields the product CCOC(=O)C1(C(C#N)NC(C)c2ccccc2)CC1. Reaction SMILES: [CH3:28][CH2:29][OH:30].[CH:1](=[O:2])[C:3]1([C:6](=[O:7])[O:8][CH2:9][CH3:10])[CH2:4][CH2:5]1.[K:20][C:21]#[N:22].[Na+:27].[OH2:31].[S:23]([O-:24])([OH:25])=[O:26].[c:11]1([CH:17]([CH3:18])[NH2:19])[cH:12][cH:13][cH:14][cH:15][cH:16]1>>[CH:1]([C:3]1([C:6](=[O:7])[O:8][CH2:9][CH3:10])[CH2:4][CH2:5]1)([NH:19][CH:17]([c:11]1[cH:12][cH:13][cH:14][cH:15][cH:16]1)[CH3:18])[C:21]#[N:22]. Starting materials: CS(=O)(=O)Cl (methanesulfonyl chloride), FC=1C=C(C=NC1OC)NC1=C(C=C(C=N1)[C@@H](C)N1CCN(CC1)C(=O)OC(C)(C)C)C1=C2N=CN(C2=NC(=N1)C)C1OCCCC1 (tert-butyl 4-((1R)-1-(6-(5-fluoro-6-methoxypyridin-3-ylamino)-5-(2-methyl-9-(tetrahydro-2H-pyran-2-yl)-9H-purin-6-yl)pyridin-3-yl)ethyl)piperazine-1-carboxylate), FC(C(=O)O)(F)F (trifluoroacetic acid), FC(S(=O)(=O)O)(F)F (trifluoromethanesulfonic acid). The solvent is ClCCl (dichloromethane), O (water), [Cl-].[Na+].O (brine), C(Cl)Cl (DCM). Reaction conditions: time 1 hour. The product is FC=1C=C(C=NC1OC)NC1=NC=C(C=C1C1=C2N=CNC2=NC(=N1)C)[C@@H](C)N1CCN(CC1)S(=O)(=O)C (N-(5-fluoro-6-methoxypyridin-3-yl)-3-(2-methyl-9H-purin-6-yl)-5-((R)-1-(4-(methylsulfonyl)piperazin-1-yl)ethyl)pyridin-2-amine). The yield is 2.7%. RXN SMILES: [F:1][C:2]1[CH:3]=[C:4]([NH:10][C:11]2[N:16]=[CH:15][C:14]([C@H:17]([N:19]3[CH2:24][CH2:23][N:22](C(OC(C)(C)C)=O)[CH2:21][CH2:20]3)[CH3:18])=[CH:13][C:12]=2[C:32]2[N:40]=[C:39]([CH3:41])[N:38]=[C:37]3[C:33]=2[N:34]=[CH:35][N:36]3C2CCCCO2)[CH:5]=[N:6][C:7]=1[O:8][CH3:9].FC(F)(F)C(O)=O.F[C:56](F)(F)[S:57](O)(=[O:59])=[O:58].CS(Cl)(=O)=O>C(Cl)Cl.O.[Cl-].[Na+].O>[F:1][C:2]1[CH:3]=[C:4]([NH:10][C:11]2[C:12]([C:32]3[N:40]=[C:39]([CH3:41])[N:38]=[C:37]4[C:33]=3[N:34]=[CH:35][NH:36]4)=[CH:13][C:14]([C@H:17]([N:19]3[CH2:24][CH2:23][N:22]([S:57]([CH3:56])(=[O:59])=[O:58])[CH2:21][CH2:20]3)[CH3:18])=[CH:15][N:16]=2)[CH:5]=[N:6][C:7]=1[O:8][CH3:9] |f:6.7.8|. Procedure: A mixture of tert-butyl 4-((1R)-1-(6-(5-fluoro-6-methoxypyridin-3-ylamino)-5-(2-methyl-9-(tetrahydro-2H-pyran-2-yl)-9H-purin-6-yl)pyridin-3-yl)ethyl)piperazine-1-carboxylate (0.450 g, 0.695 mmol) and trifluoroacetic acid (0.803 mL, 10.42 mmol) in DCM (25 mL) was treated with trifluoromethanesulfonic acid (0.01 mL) and allowed to stir under inert atmosphere for 1 h. The mixture was concentrated in vacuo. The residue was diluted with DCM (10 mL), then sodium carbonate (2.50 g) was added to the mix... Reaction SMILES: [CH3:1][C:2]1[N:7]=[C:6]([CH3:8])[C:5]([CH2:9][C:10]([O:12][CH3:13])=[O:11])=[C:4]([O:14][C:15]2[CH:16]=[N:17][N:18]([C:20]3[CH:25]=[CH:24][CH:23]=[CH:22][C:21]=3[CH3:26])[CH:19]=2)[N:3]=1.[H-].[Na+].C(CNC[CH:34]=[O:35])=O.[CH3:36]I>CN(C)C=O.COCCOC>[CH3:1][C:2]1[N:7]=[C:6]([CH3:8])[C:5]([C:9](=[CH:36][O:35][CH3:34])[C:10]([O:12][CH3:13])=[O:11])=[C:4]([O:14][C:15]2[CH:16]=[N:17][N:18]([C:20]3[CH:25]=[CH:24][CH:23]=[CH:22][C:21]=3[CH3:26])[CH:19]=2)[N:3]=1 |f:1.2|. Run at temperature 45 celsius, time 3 hour. Reactants: CC1=NC(=C(C(=N1)C)CC(=O)OC)OC=1C=NN(C1)C1=C(C=CC=C1)C (methyl 2-[2,4-dimethyl-6-(1-(2-methylphenyl)-1H-pyrazol-4-yloxy)-pyrimidin-5-yl]-acetate), [H-].[Na+] (sodium hydride), C(=O)CNCC=O (N,N-diformylmethylamine), CI (Methyliodide). Procedure details: The intermediate methyl 2-[2,4-dimethyl-6-(1-(2-methylphenyl)-1H-pyrazol-4-yloxy)-pyrimidin-5-yl]-acetate (6.0 g, 17 mmol), sodium hydride (0.9 g, 37 mmol) and N,N-diformylmethylamine (6 ml) in a mixture of dimethylformamide (20 ml) and 1,2-dimethoxyethane (20 ml) is stirred at 45° C. for 3 hours. Methyliodide (4.2 g, 30 mmol) is added at room temperature and stirring is continued for additional 16 hours. Dilution with ether, washing with brine, drying and chromatography on silicagel (eluant eth... The product is CC1=NC(=C(C(=N1)C)C(C(=O)OC)=COC)OC=1C=NN(C1)C1=C(C=CC=C1)C (methyl 2-[2,4-dimethyl-6-(1-(2-methylphenyl)-1H-pyrazole-4-yloxy)-pyrimidin-5-yl]-3-methoxyacrylate). Solvent: CN(C=O)C (dimethylformamide), COCCOC (1,2-dimethoxyethane). The reactants are C(C)(C)(C)OC(=O)N1CCN(CC1)C(CN)C1=C(C=CC=C1)Cl (4-[2-Amino-1-(2-chloro-phenyl)-ethyl]-piperazine-1-carboxylic acid tert-butyl ester), C1(C=2C(C(=O)O1)=CC=CC2)=O (phthalic anhydride). Conditions: temperature 130 celsius. Yields the product C(C)(C)(C)OC(=O)N1CCN(CC1)C(CN1C(C2=CC=CC=C2C1=O)=O)C1=C(C=CC=C1)Cl (4-[1-(2-Chloro-phenyl)-2-(1,3-dioxo-1,3-dihydro-isoindol-2-yl)-ethyl]-piperazine-1-carboxylic acid tert-butyl ester). The yield is 93.8%. RXN SMILES: [C:1]([O:5][C:6]([N:8]1[CH2:13][CH2:12][N:11]([CH:14]([C:17]2[CH:22]=[CH:21][CH:20]=[CH:19][C:18]=2[Cl:23])[CH2:15][NH2:16])[CH2:10][CH2:9]1)=[O:7])([CH3:4])([CH3:3])[CH3:2].[C:24]1(=O)[O:29][C:27](=[O:28])[C:26]2=[CH:30][CH:31]=[CH:32][CH:33]=[C:25]12>>[C:1]([O:5][C:6]([N:8]1[CH2:13][CH2:12][N:11]([CH:14]([C:17]2[CH:22]=[CH:21][CH:20]=[CH:19][C:18]=2[Cl:23])[CH2:15][N:16]2[C:27](=[O:28])[C:26]3[C:25](=[CH:33][CH:32]=[CH:31][CH:30]=3)[C:24]2=[O:29])[CH2:10][CH2:9]1)=[O:7])([CH3:4])([CH3:2])[CH3:3]. Procedure details: To 4-2[-amino-1-(2-chloro-phenyl)-ethyl]-1-Boc-piperazine (201) (4.34g, 12.7 mmol) was added phthalic anhydride (1.89 g, 12.7 mmol). The mixture was heated at 130° C. for 1 h and then allowed to cool to room temperature. The resulting solid was recrystallized from MeOH. The enantiomers of the phthalimide-protected product were separated by chiral chromatography, using a Chiralcel OD (4.6×250 mm) column, eluting with 5% 3A alcohol in heptane at 1 mL/min. The first eluting isomer was labeled isome... Reactants: Nc1ccc(Br)cc1[N+](=O)[O-], O=C([O-])O, CCO, CCOC(C)=O, [Na+], O, O, Cl[Sn](Cl)(Cl)Cl. Product: Nc1ccc(Br)cc1N. Reaction SMILES: [Br:1][c:2]1[cH:3][c:4]([N+:9]([O-:10])=[O:11])[c:5]([NH2:6])[cH:7][cH:8]1.[C:22](=[O:23])([OH:24])[O-:25].[CH3:12][CH2:13][OH:14].[CH3:27][CH2:28][O:29][C:30](=[O:31])[CH3:32].[Na+:26].[OH2:15].[OH2:16].[Sn:17]([Cl:18])([Cl:19])([Cl:20])[Cl:21]>>[Br:1][c:2]1[cH:3][c:4]([NH2:9])[c:5]([NH2:6])[cH:7][cH:8]1. Procedure: The title compound was prepared similarly to the methods described in Example 26, with Intermediate C instead of Intermediate B and with 2-(3-cyanophenyl)-1H-imidazole instead of 2-phenyl-1H-imidazole. LCMS: 402.2 m/z (M+H)+; ret. Time: 5.97 min (Analytical Method C). As a reaction SMILES: Cl[C:2]1[N:11]=[CH:10][C:9]2[N:8]([CH3:12])[C:7](=[O:13])[C@@H:6]([CH2:14][CH3:15])[N:5]([CH:16]([CH3:18])[CH3:17])[C:4]=2[N:3]=1.[C:19]([C:21]1[CH:22]=[C:23]([C:27]2[NH:28][CH:29]=[CH:30][N:31]=2)[CH:24]=[CH:25][CH:26]=1)#[N:20]>>[CH2:14]([C@H:6]1[N:5]([CH:16]([CH3:18])[CH3:17])[C:4]2[N:3]=[C:2]([N:28]3[CH:29]=[CH:30][N:31]=[C:27]3[C:23]3[CH:22]=[C:21]([CH:26]=[CH:25][CH:24]=3)[C:19]#[N:20])[N:11]=[CH:10][C:9]=2[N:8]([CH3:12])[C:7]1=[O:13])[CH3:15]. The product is C(C)[C@@H]1C(N(C=2C=NC(=NC2N1C(C)C)N1C(=NC=C1)C=1C=C(C#N)C=CC1)C)=O ((R)-3-(1-(7-ethyl-8-isopropyl-5-methyl-6-oxo-5,6,7,8-tetrahydropteridin-2-yl)-1H-imidazol-2-yl)benzonitrile). Reactants: ClC1=NC=2N([C@@H](C(N(C2C=N1)C)=O)CC)C(C)C ((R)-2-Chloro-7-ethyl-8-isopropyl-5-methyl-7,8-dihydropteridin-6(5H)-one), C(#N)C=1C=C(C=CC1)C=1NC=CN1 (2-(3-cyanophenyl)-1H-imidazole). Reactants: ClC1=CC=C(C=C1)C1(CCC1)C1=NCC(C2=CC=C(C=C12)OCCNS(N(CC)CC)(=O)=O)(C)C (N′-[2-({1-[1-(4-chlorophenyl)cyclobutyl]-4,4-dimethyl-3,4-dihydroisoquinolin-7-yl}oxy)ethyl]-N,N-diethylsulfuric diamide), [BH4-].[Na+] (sodiumborohydride). The product is Cl.ClC1=CC=C(C=C1)C1(CCC1)C1NCC(C2=CC=C(C=C12)OCCNS(N(CC)CC)(=O)=O)(C)C (N′-[2-({1-[1-(4-Chlorophenyl)cyclobutyl]-4,4-dimethyl-1,2,3,4-tetrahydroisoquinolin-7-yl}oxy)ethyl]-N,N-diethylsulfuric diamide hydrochloride). As a reaction SMILES: [Cl:1][C:2]1[CH:7]=[CH:6][C:5]([C:8]2([C:12]3[C:21]4[C:16](=[CH:17][CH:18]=[C:19]([O:22][CH2:23][CH2:24][NH:25][S:26](=[O:33])(=[O:32])[N:27]([CH2:30][CH3:31])[CH2:28][CH3:29])[CH:20]=4)[C:15]([CH3:35])([CH3:34])[CH2:14][N:13]=3)[CH2:11][CH2:10][CH2:9]2)=[CH:4][CH:3]=1.[BH4-].[Na+]>>[ClH:1].[Cl:1][C:2]1[CH:7]=[CH:6][C:5]([C:8]2([CH:12]3[C:21]4[C:16](=[CH:17][CH:18]=[C:19]([O:22][CH2:23][CH2:24][NH:25][S:26](=[O:32])(=[O:33])[N:27]([CH2:30][CH3:31])[CH2:28][CH3:29])[CH:20]=4)[C:15]([CH3:35])([CH3:34])[CH2:14][NH:13]3)[CH2:9][CH2:10][CH2:11]2)=[CH:4][CH:3]=1 |f:1.2,3.4|. Procedure: N′-[2-({1-[1-(4-Chlorophenyl)cyclobutyl]-4,4-dimethyl-1,2,3,4-tetrahydroisoquinolin-7-yl}oxy)ethyl]-N,N-diethylsulfuric diamide hydrochloride was prepared analogously to example 65 using N′-[2-({1-[1-(4-chlorophenyl)cyclobutyl]-4,4-dimethyl-3,4-dihydroisoquinolin-7-yl}oxy)ethyl]-N,N-diethylsulfuric diamide (68 mg, 0.13 mmol) and sodiumborohydride (10 mg, 0.26 mmol). Yield: 60 mg (0.11 mmol, 82%, colorless foam).